This data is from the Open Reaction Database (ORD), a public repository of structured organic reaction records. The task is: describe an organic reaction: reactants, conditions, products, and yield Starting materials: FC1=C2C(C/C(/C2=CC(=C1)F)=C\C(=O)N)=O ((E)-2-(4,6-difluoro-3-oxo-1-indanylidene)acetamide), [BH4-].[Na+] (sodium borohydride). Solvent: C(C)O (ethanol). Reaction conditions: time 2 hour. Product: FC1=C2C(C/C(/C2=CC(=C1)F)=C\C(=O)N)O ((E)-2-(4,6difluoro-3-hydroxy-1-indanylidene)acetamide). Yield: 45.4%. RXN SMILES: [F:1][C:2]1[CH:10]=[C:9]([F:11])[CH:8]=[C:7]2[C:3]=1[C:4](=[O:16])[CH2:5]/[C:6]/2=[CH:12]\[C:13]([NH2:15])=[O:14].[BH4-].[Na+]>C(O)C>[F:1][C:2]1[CH:10]=[C:9]([F:11])[CH:8]=[C:7]2[C:3]=1[CH:4]([OH:16])[CH2:5]/[C:6]/2=[CH:12]\[C:13]([NH2:15])=[O:14] |f:1.2|. Reported procedure: A suspension of (E)-2-(4,6-difluoro-3-oxo-1-indanylidene)acetamide (0.100 g, 0.45 mmol) and sodium borohydride (0.017 g, 0.45 mmol) in 95% ethanol was stirred at ambient temperature for 2 hours. The mixture was cooled in an ice bath and quenched with 0.1N hydrochloric acid (3 mL). The ethanol was evaporated in vacuo, and the residue was dissolved in ethyl acetate (50 mL), washed successively with water (2×3 mL) and brine (30 mL), dried over sodium sulfate, filtered, and evaporated in vacuo. The ... Reactants: Cn1cc(-c2ccc3c(c2)C2CCCNC2C3)cn1, O=C(O)c1ccc2[nH]cnc2c1. The product is Cn1cc(-c2ccc3c(c2)C2CCCN(C(=O)c4ccc5[nH]cnc5c4)C2C3)cn1. As a reaction SMILES: [CH3:13][n:14]1[n:15][cH:16][c:17](-[c:19]2[cH:20][cH:21][c:22]3[c:30]([cH:31]2)[CH:29]2[CH:24]([CH2:23]3)[NH:25][CH2:26][CH2:27][CH2:28]2)[cH:18]1.[nH:1]1[cH:2][n:3][c:4]2[c:5]1[cH:6][cH:7][c:8]([C:10](=[O:11])[OH:12])[cH:9]2>>[nH:1]1[cH:2][n:3][c:4]2[c:5]1[cH:6][cH:7][c:8]([C:10](=[O:12])[N:25]1[CH:24]3[CH2:23][c:22]4[cH:21][cH:20][c:19](-[c:17]5[cH:16][n:15][n:14]([CH3:13])[cH:18]5)[cH:31][c:30]4[CH:29]3[CH2:28][CH2:27][CH2:26]1)[cH:9]2.